From a dataset of the Open Reaction Database (ORD), a public repository of structured organic reaction records. describe an organic reaction: reactants, conditions, products, and yield Yield: 100.1%. Conditions: time 8 hour. Solvent: C(Cl)Cl (DCM). The reactants are C(C1=CC=CC=C1)N (Benzylamine), C(C)(=O)O[BH-](OC(C)=O)OC(C)=O.[Na+] (sodium triacetoxyborohydride), CC1COCCC1=O (Racemic 3-methyl-tetrahydro-pyran-4-one). As a reaction SMILES: [CH3:1][CH:2]1[C:7](=O)[CH2:6][CH2:5][O:4][CH2:3]1.[CH2:9]([NH2:16])[C:10]1[CH:15]=[CH:14][CH:13]=[CH:12][CH:11]=1.C(O[BH-](OC(=O)C)OC(=O)C)(=O)C.[Na+]>C(Cl)Cl>[CH2:9]([NH:16][C@H:7]1[CH2:6][CH2:5][O:4][CH2:3][C@H:2]1[CH3:1])[C:10]1[CH:15]=[CH:14][CH:13]=[CH:12][CH:11]=1 |f:2.3|. Reported procedure: Racemic 3-methyl-tetrahydro-pyran-4-one (1 g, 8.761 mmol) was dissolved in DCM. Benzylamine (1.5 mL, 13.75 mmol) and sodium triacetoxyborohydride (95%, 3.3 g, 14.89 mmol) were added and the resulting suspension was stirred at RT overnight. The reaction mixture was washed with saturated aqueous NaHCO3. The aqueous layer was extracted with DCM. The combined organic layers were washed with brine, dried (Na2SO4), filtered and evaporated. The remaining yellow liquid was purified by SiO2 chromatograph... The product is C(C1=CC=CC=C1)N[C@@H]1[C@@H](COCC1)C (racemic cis benzyl-(3-methyl-tetrahydro-pyran-4-yl)-amine). Starting materials: C1CCNCC1, CC(=O)Cc1nc(C)cs1, CC(=O)O, COc1cc(C#N)ccc1C=O, ClCCl. Product: COc1cc(C#N)ccc1C=C(C(C)=O)c1nc(C)cs1. As a reaction SMILES: [CH2:23]1[CH2:24][CH2:25][NH:26][CH2:27][CH2:28]1.[CH3:13][c:14]1[n:15][c:16]([CH2:19][C:20](=[O:21])[CH3:22])[s:17][cH:18]1.[CH3:29][C:30](=[O:31])[OH:32].[CH:1](=[O:2])[c:3]1[c:4]([O:11][CH3:12])[cH:5][c:6]([C:7]#[N:8])[cH:9][cH:10]1.[Cl:33][CH2:34][Cl:35]>>[CH:1]([c:3]1[c:4]([O:11][CH3:12])[cH:5][c:6]([C:7]#[N:8])[cH:9][cH:10]1)=[C:19]([c:16]1[n:15][c:14]([CH3:13])[cH:18][s:17]1)[C:20](=[O:21])[CH3:22]. The reactants are COc1ccc(S(=O)(=O)n2c(=O)n(C(C(=O)N3CCC(NC4CCN(C(=O)OC(C)(C)C)CC4)CC3)c3ccccc3)c3cc(C#N)ccc32)cc1, ClCCl. The product is COc1ccc(S(=O)(=O)n2c(=O)n(C(C(=O)N3CCC(NC4CCNCC4)CC3)c3ccccc3)c3cc(C#N)ccc32)cc1. As a reaction SMILES: [C:1]([O:2][C:3](=[O:4])[N:8]1[CH2:9][CH2:10][CH:11]([NH:14][CH:15]2[CH2:16][CH2:17][N:18]([C:21]([CH:22]([c:23]3[cH:24][cH:25][cH:26][cH:27][cH:28]3)[n:29]3[c:30](=[O:51])[n:31]([S:40](=[O:41])(=[O:42])[c:43]4[cH:44][cH:45][c:46]([O:49][CH3:50])[cH:47][cH:48]4)[c:32]4[c:33]3[cH:34][c:35]([C:38]#[N:39])[cH:36][cH:37]4)=[O:52])[CH2:19][CH2:20]2)[CH2:12][CH2:13]1)([CH3:5])([CH3:6])[CH3:7].[Cl:53][CH2:54][Cl:55]>>[NH:8]1[CH2:9][CH2:10][CH:11]([NH:14][CH:15]2[CH2:16][CH2:17][N:18]([C:21]([CH:22]([c:23]3[cH:24][cH:25][cH:26][cH:27][cH:28]3)[n:29]3[c:30](=[O:51])[n:31]([S:40](=[O:41])(=[O:42])[c:43]4[cH:44][cH:45][c:46]([O:49][CH3:50])[cH:47][cH:48]4)[c:32]4[c:33]3[cH:34][c:35]([C:38]#[N:39])[cH:36][cH:37]4)=[O:52])[CH2:19][CH2:20]2)[CH2:12][CH2:13]1. Reactants: N1(CCCCC1)CC=1C=C(C=CC1)O (3-(1-piperidinylmethyl)phenol), [OH-].C(C1=CC=CC=C1)[N+](C)(C)C (benzyltrimethylammonium hydroxide). The solvent is C(C=C)#N (acrylonitrile). The product is N1(CCCCC1)CC=1C=C(OCCC#N)C=CC1 (3-[3-(1-piperidinylmethyl)phenoxy]propannitrile). As a reaction SMILES: [N:1]1([CH2:7][C:8]2[CH:9]=[C:10]([OH:14])[CH:11]=[CH:12][CH:13]=2)[CH2:6][CH2:5][CH2:4][CH2:3][CH2:2]1.[OH-].[CH2:16]([N+:23](C)(C)C)[C:17]1C=CC=C[CH:18]=1>C(#N)C=C>[N:1]1([CH2:7][C:8]2[CH:9]=[C:10]([CH:11]=[CH:12][CH:13]=2)[O:14][CH2:18][CH2:17][C:16]#[N:23])[CH2:6][CH2:5][CH2:4][CH2:3][CH2:2]1 |f:1.2|. Procedure details: A solution of 3-(1-piperidinylmethyl)phenol (26 g), acrylonitrile (100 ml) and benzyltrimethylammonium hydroxide (40% methanolic solution, 5 ml) was heated at reflux for 40 h. The mixture was evaporated in vacuo, diluted with ether (300 ml) and filtered. The filtrate was washed with 2N sodium hydroxide, water and distilled to give the title compound as a colourless oil (17.5 g) b.p. 170°, 0.07 mm; tlc system B, Rf 0.8. Reactants: O=C(Cl)c1ccccc1, O=C(Cc1ccc(Cl)c(Cl)c1)N1CCNC2CCCC(N3CCCC3)C21, ClCCl. Yields the product O=C(c1ccccc1)N1CCN(C(=O)Cc2ccc(Cl)c(Cl)c2)C2C(N3CCCC3)CCCC21. Reaction SMILES: [C:27]([c:28]1[cH:29][cH:30][cH:31][cH:32][cH:33]1)(=[O:34])[Cl:35].[Cl:1][c:2]1[cH:3][c:4]([CH2:9][C:10](=[O:11])[N:12]2[CH2:13][CH2:14][NH:15][CH:16]3[CH2:17][CH2:18][CH2:19][CH:20]([N:22]4[CH2:23][CH2:24][CH2:25][CH2:26]4)[CH:21]23)[cH:5][cH:6][c:7]1[Cl:8].[Cl:36][CH2:37][Cl:38]>>[Cl:1][c:2]1[cH:3][c:4]([CH2:9][C:10](=[O:11])[N:12]2[CH2:13][CH2:14][N:15]([C:27]([c:28]3[cH:29][cH:30][cH:31][cH:32][cH:33]3)=[O:34])[CH:16]3[CH2:17][CH2:18][CH2:19][CH:20]([N:22]4[CH2:23][CH2:24][CH2:25][CH2:26]4)[CH:21]23)[cH:5][cH:6][c:7]1[Cl:8].